This data is from the Open Reaction Database (ORD), a public repository of structured organic reaction records. The task is: describe an organic reaction: reactants, conditions, products, and yield The reactants are II (iodine), [Mg] (magnesium), BrCCBr (1,2-dibromoethane), 28, ClC1CCN(CC1)C (4-chloro-1-methylpiperidine), 75, [Cl-].[NH4+] (ammonium chloride), O (water), 14, CC=1C=C(C#N)C=CC1 (3-methylbenzonitrile). Solvent: O1CCCC1 (tetrahydrofuran), O1CCCC1 (tetrahydrofuran). Conditions: temperature 70 celsius, time 1 hour. Yields the product 35, CC=1C=C(C=CC1)C(=O)C1CCN(CC1)C ((3-methylphenyl) (1-methyl-4-piperidinyl)methanone). RXN SMILES: [Mg].BrCCBr.II.Cl[CH:9]1[CH2:14][CH2:13][N:12]([CH3:15])[CH2:11][CH2:10]1.[CH3:16][C:17]1[CH:18]=[C:19]([CH:22]=[CH:23][CH:24]=1)[C:20]#N.[Cl-].[NH4+].[OH2:27]>O1CCCC1>[CH3:16][C:17]1[CH:18]=[C:19]([C:20]([CH:9]2[CH2:14][CH2:13][N:12]([CH3:15])[CH2:11][CH2:10]2)=[O:27])[CH:22]=[CH:23][CH:24]=1 |f:5.6|. Procedure details: To 5 parts of magnesium are added 2.18 parts of 1,2-dibromoethane and a small amount of iodine to initiate the reaction. Then there is added dropwise a solution of 28 parts of 4-chloro-1-methylpiperidine in 180 parts of tetrahydrofuran while the mixture is heated to 70° C. After cooling, there is added dropwise a solution of 14 parts of 3-methylbenzonitrile in 90 parts of tetrahydrofuran. Upon completion, stirring is continued for 1 hour at reflux temperature. The reaction mixture is cooled and ... The reactants are CC#N, CC(C)(C#N)c1cc(CCl)cc(C(C)(C)C#N)c1, c1nc[nH]n1. Yields the product CC(C)(C#N)c1cc(Cn2cncn2)cc(C(C)(C)C#N)c1. RXN SMILES: [CH3:24][C:25]#[N:26].[Cl:1][CH2:2][c:3]1[cH:4][c:5]([C:14]([C:15]#[N:16])([CH3:17])[CH3:18])[cH:6][c:7]([C:9]([C:10]#[N:11])([CH3:12])[CH3:13])[cH:8]1.[nH:19]1[n:20][cH:21][n:22][cH:23]1>>[CH2:2]([c:3]1[cH:4][c:5]([C:14]([C:15]#[N:16])([CH3:17])[CH3:18])[cH:6][c:7]([C:9]([C:10]#[N:11])([CH3:12])[CH3:13])[cH:8]1)[n:19]1[n:20][cH:21][n:22][cH:23]1. Reactants: Cl (hydrochloric acid), ClC=1C=CC=2N(N1)C=C(N2)C(=O)OCC (Ethyl 6-chloroimidazo[1,2-b]pyridazin-2-ylcarboxylate), O1CCCC1 (tetrahydrofuran), [Br-].C(CC)[Zn+] (n-propylzinc bromide), O1CCCC1 (tetrahydrofuran). Reagents/catalysts: Cl[Ni]1([P](CCC[P](C2=CC=CC=C2)1C3=CC=CC=C3)(C4=CC=CC=C4)C5=CC=CC=C5)Cl ([1,3-bis(diphenylphosphino)propane]nickel (II) dichloride). Run in O (water). Product: C(CC)C=1C=CC=2N(N1)C=C(N2)C(=O)OCC (ethyl 6-n-propylimidazo[1,2-b]pyridazin-2-ylcarboxylate). As a reaction SMILES: Cl[C:2]1[CH:3]=[CH:4][C:5]2[N:6]([CH:8]=[C:9]([C:11]([O:13][CH2:14][CH3:15])=[O:12])[N:10]=2)[N:7]=1.O1C[CH2:19][CH2:18][CH2:17]1.[Br-].C([Zn+])CC.Cl>Cl[Ni]1(Cl)[P](C2C=CC=CC=2)(C2C=CC=CC=2)CCC[P]1(C1C=CC=CC=1)C1C=CC=CC=1.O>[CH2:17]([C:2]1[CH:3]=[CH:4][C:5]2[N:6]([CH:8]=[C:9]([C:11]([O:13][CH2:14][CH3:15])=[O:12])[N:10]=2)[N:7]=1)[CH2:18][CH3:19] |f:2.3,^1:29,45|. Procedure details: Ethyl 6-chloroimidazo[1,2-b]pyridazin-2-ylcarboxylate (1.00 g, 4.43 mmol) and [1,3-bis(diphenylphosphino)propane]nickel (II) dichloride (0.24 g, 0.44 mmol) were added to tetrahydrofuran (8.0 ml) under a nitrogen stream, and a solution of n-propylzinc bromide in tetrahydrofuran (0.5 M, 13.3 ml, 6.65 mmol) was added dropwise thereto with stirring under ice-cooling. The mixture was stirred for 20 minutes under ice-cooling and for 0.5 hour at room temperature, and cold water (50.0 ml) was added to t... Reactants: CC#N, Clc1cncc(Cl)n1, [Na+], [Na+], O=C([O-])[O-], OB(O)c1ccccc1O. The product is Oc1ccccc1-c1cncc(Cl)n1. As a reaction SMILES: [CH3:25][C:26]#[N:27].[Cl:1][c:2]1[n:3][c:4]([Cl:8])[cH:5][n:6][cH:7]1.[Na+:19].[Na+:20].[O-:21][C:22](=[O:23])[O-:24].[OH:9][c:10]1[c:11]([B:16]([OH:17])[OH:18])[cH:12][cH:13][cH:14][cH:15]1>>[c:2]1(-[c:11]2[c:10]([OH:9])[cH:15][cH:14][cH:13][cH:12]2)[n:3][c:4]([Cl:8])[cH:5][n:6][cH:7]1.